From a dataset of the Open Reaction Database (ORD), a public repository of structured organic reaction records. describe an organic reaction: reactants, conditions, products, and yield Starting materials: CS(=O)(=O)Cl, CCN(C(C)C)C(C)C, ClCCl, Cl, CSc1c(F)cc(CO)cc1F. Product: CSc1c(F)cc(CCl)cc1F. Reaction SMILES: [CH3:13][S:14](=[O:15])(=[O:16])[Cl:17].[CH:18]([N:19]([CH:20]([CH3:21])[CH3:22])[CH2:23][CH3:24])([CH3:25])[CH3:26].[Cl:28][CH2:29][Cl:30].[ClH:27].[F:1][c:2]1[cH:3][c:4]([CH2:11][OH:12])[cH:5][c:6]([F:10])[c:7]1[S:8][CH3:9]>>[F:1][c:2]1[cH:3][c:4]([CH2:11][Cl:17])[cH:5][c:6]([F:10])[c:7]1[S:8][CH3:9]. Starting materials: Brc1ccccn1, CS(C)=O, CCOC(C)=O, [K+], Nc1ccc([N+](=O)[O-])cc1, [OH-], O. Yields the product O=[N+]([O-])c1ccc(Nc2ccccn2)cc1. Reaction SMILES: [Br:11][c:12]1[n:13][cH:14][cH:15][cH:16][cH:17]1.[CH3:20][S:21]([CH3:22])=[O:23].[CH3:24][CH2:25][O:26][C:27](=[O:28])[CH3:29].[K+:19].[N+:1](=[O:2])([O-:3])[c:4]1[cH:5][cH:6][c:7]([NH2:8])[cH:9][cH:10]1.[OH-:18].[OH2:30]>>[N+:1](=[O:2])([O-:3])[c:4]1[cH:5][cH:6][c:7]([NH:8][c:12]2[n:13][cH:14][cH:15][cH:16][cH:17]2)[cH:9][cH:10]1. Starting materials: [BH4-], CN, CO, [Na+], O=Cc1cc2cnccc2s1. Yields the product CNCc1cc2cnccc2s1. Reaction SMILES: [BH4-:14].[CH3:12][NH2:13].[CH3:16][OH:17].[Na+:15].[s:1]1[c:2]([CH:10]=[O:11])[cH:3][c:4]2[cH:5][n:6][cH:7][cH:8][c:9]12>>[s:1]1[c:2]([CH2:10][NH:13][CH3:12])[cH:3][c:4]2[cH:5][n:6][cH:7][cH:8][c:9]12. The reactants are acid, C1(=C(C=CC=C1)N)N (o-phenylenediamine), C(C)O (ethanol). Yields the product C1(=CC=CC=C1)C=1C(=NC2=CC=CC=C2N1)O (3-Phenylquinoxalin-2-ol). The yield is 95.0%. Reaction SMILES: [C:1]1([NH2:8])[CH:6]=[CH:5][CH:4]=[CH:3][C:2]=1[NH2:7].[CH2:9]([OH:11])[CH3:10]>>[C:1]1([C:10]2[C:9]([OH:11])=[N:7][C:2]3[C:1]([N:8]=2)=[CH:6][CH:5]=[CH:4][CH:3]=3)[CH:6]=[CH:5][CH:4]=[CH:3][CH:2]=1. Procedure details: Phenylglioxalic acid (26.6 mmol) was mixed with o-phenylenediamine (40 mmol) and stirred in 40 ml of ethanol for 30 min. The reaction mixture was filtered to give, after evaporation of solvent, the crude product. Recrystallization from ethanol gave pure yellow crystalls in 95% yield.